Dataset: the Open Reaction Database (ORD), a public repository of structured organic reaction records. Task: describe an organic reaction: reactants, conditions, products, and yield The reactants are C1CCOC1, CO, O=C(O)c1ccc(F)c(F)c1O. Yields the product OCc1ccc(F)c(F)c1O. RXN SMILES: [CH2:15]1[O:16][CH2:17][CH2:18][CH2:19]1.[CH3:13][OH:14].[F:1][c:2]1[c:3]([OH:12])[c:4]([C:5](=[O:6])[OH:7])[cH:8][cH:9][c:10]1[F:11]>>[F:1][c:2]1[c:3]([OH:12])[c:4]([CH2:5][OH:6])[cH:8][cH:9][c:10]1[F:11]. Reactants: ClC=1C(=C(C=C2C(=C(C(=NC12)S)C(=O)OCC)O)F)F (ethyl 8-chloro-6,7-difluoro-4-hydroxy-2-mercaptoquinoline-3-carboxylate), BrC(C)Br (1,1-dibromoethane), [I-].[K+] (potassium iodide), C([O-])([O-])=O.[K+].[K+] (potassium carbonate). The solvent is CN(C=O)C (N,N-dimethylformamide), CN(C=O)C (N,N-dimethylformamide). The product is ClC=1C(=C(C=C2C(C(=C3N(C12)C(S3)C)C(=O)OCC)=O)F)F (Ethyl 8-chloro-6,7-difluoro-1-methyl-4-oxo-1H,4H-[1,3]thiazeto [3,2-a]quinoline-3-carboxylate). Reaction SMILES: Br[CH:2](Br)[CH3:3].[I-].[K+].C(=O)([O-])[O-].[K+].[K+].[Cl:13][C:14]1[C:15]([F:32])=[C:16]([F:31])[CH:17]=[C:18]2[C:23]=1[N:22]=[C:21]([SH:24])[C:20]([C:25]([O:27][CH2:28][CH3:29])=[O:26])=[C:19]2[OH:30]>CN(C)C=O>[Cl:13][C:14]1[C:15]([F:32])=[C:16]([F:31])[CH:17]=[C:18]2[C:23]=1[N:22]1[CH:2]([CH3:3])[S:24][C:21]1=[C:20]([C:25]([O:27][CH2:28][CH3:29])=[O:26])[C:19]2=[O:30] |f:1.2,3.4.5|. Reported procedure: To a suspension of 13.7 g of 1,1-dibromoethane, 5.7 g of potassium iodide and 9.5 g of potassium carbonate in 60 ml of N,N-dimethylformamide, a solution of 11.1 g of ethyl 8-chloro-6,7-difluoro-4-hydroxy-2-mercaptoquinoline-3-carboxylate in 240 ml of N,N-dimethylformamide was added dropwise at from 110° C. to 115° C. during 2 hours with stirring. After stirring for 30 minutes at the same temperature, the reaction mixture was concentrated in vacuo and water was added to the residue. The precipita... Reactants: ClC1=NC(=C2N=CNC2=N1)Cl (2,6-dichloro-9H-purine), [O-]S(=O)(=O)[O-].[Na+].[Na+] (Na2SO4), C(C)(C)(C)O (tert-butanol), OS(=O)(=O)O (H2SO4), OS(=O)(=O)O (H2SO4), [O-]S(=O)(=O)[O-].[Na+].[Na+] (Na2SO4), C(C)(C)(C)O (tert-butanol). Run at temperature 120 celsius. Product: C(C)(C)(C)N1C2=NC(=NC(=C2N=C1)Cl)Cl (9-(tert-butyl)-2,6-dichloro-9H-purine). Isolated yield 40.0%. RXN SMILES: [Cl:1][C:2]1[N:10]=[C:9]2[C:5]([N:6]=[CH:7][NH:8]2)=[C:4]([Cl:11])[N:3]=1.[O-]S([O-])(=O)=O.[Na+].[Na+].OS(O)(=O)=O.[C:24](O)([CH3:27])([CH3:26])[CH3:25]>>[C:24]([N:8]1[CH:7]=[N:6][C:5]2[C:9]1=[N:10][C:2]([Cl:1])=[N:3][C:4]=2[Cl:11])([CH3:27])([CH3:26])[CH3:25] |f:1.2.3|. Reported procedure: To a suspension of 2,6-dichloro-9H-purine (8.00 g, 40 mmol, 1.00 eq) and Na2SO4 (96.2 g, 677 mmol, 16.0 eq) in tert-butanol (380 mL) was added concentrated H2SO4 (11.3 mL, 211 mmol, 5 eq). The reaction mixture was heated at 120° C. with vigorous stirring under a reflux condenser [Caution: Gas evolution]. During the following 10 hr, additional H2SO4 (26 mL), Na2SO4 (75 g), and tert-butanol (350 mL) were added to the reaction mixture in several portions. After a further 6 hr of heating, the reacti...